From a dataset of the Open Reaction Database (ORD), a public repository of structured organic reaction records. describe an organic reaction: reactants, conditions, products, and yield The reactants are c3ccc([Al](c1ccccc1)c2ccccc2)cc3 (effective_coupling_partner), CCN(CC)C(=O)Oc1ccc(C(F)(F)F)cc1 (substrate). Reagents/catalysts: PCy3. Conditions: temperature 70 celsius, time 24 hour. The product is FC(F)(F)c2ccc(c1ccccc1)cc2. Product: C(C)N(CCNC1=CC=C(C=2SC3=CC=CC=C3C(C12)=O)CNS(=O)(=O)CC)CC (N-[[1-[[2-(diethylamino)ethyl]amino]-9-oxothioxanthen-4-yl]methyl]ethane-sulfonamide). Procedure details: A solution of 2.5 g of 4-(aminomethyl)-l-[[2-(diethylamino) ethyl]amino]-thioxanthen-9-one (prepared by the method described in Example 4) in 30 mL of pyridine was cooled in an ice bath for 15 min and 0.95 g of ethanesulfonyl chloride in 5 mL of pyridine was added rapidly dropwise and the reaction mixture was stirred at room temperature for 1 h. The mixture was poured into 75 mL of water containing 0.75 g of NaOH, extracted into chloroform, the organic layer was washed with water (2x) and brine,... Reactants: C(C)S(=O)(=O)Cl (ethanesulfonyl chloride), NCC1=CC=C(C=2C(C3=CC=CC=C3SC12)=O)NCCN(CC)CC (4-(aminomethyl)-l-[[2-(diethylamino) ethyl]amino]-thioxanthen-9-one), O (water), [OH-].[Na+] (NaOH). Run at time 1 hour. RXN SMILES: [NH2:1][CH2:2][C:3]1[C:16]2[S:15][C:14]3[C:9](=[CH:10][CH:11]=[CH:12][CH:13]=3)[C:8](=[O:17])[C:7]=2[C:6]([NH:18][CH2:19][CH2:20][N:21]([CH2:24][CH3:25])[CH2:22][CH3:23])=[CH:5][CH:4]=1.[CH2:26]([S:28](Cl)(=[O:30])=[O:29])[CH3:27].O.[OH-].[Na+]>N1C=CC=CC=1>[CH2:22]([N:21]([CH2:24][CH3:25])[CH2:20][CH2:19][NH:18][C:6]1[C:7]2[C:8](=[O:17])[C:9]3[C:14](=[CH:13][CH:12]=[CH:11][CH:10]=3)[S:15][C:16]=2[C:3]([CH2:2][NH:1][S:28]([CH2:26][CH3:27])(=[O:30])=[O:29])=[CH:4][CH:5]=1)[CH3:23] |f:3.4|. The solvent is N1=CC=CC=C1 (pyridine), N1=CC=CC=C1 (pyridine). The yield is 54.0%. Reactants: C1(=CC=CC=C1)C1=CC=CC(=N1)N1CCN(CC1)C(=O)OC(C)(C)C (tert.butyl 4-(6-phenyl-pyridin-2-yl)-piperazine-1-carboxylate), FC(C(=O)O)(F)F (trifluoroacetic acid). The solvent is ClCCl (dichloromethane). Yields the product C1(=CC=CC=C1)C1=CC=CC(=N1)N1CCNCC1 (1-(6-phenyl-pyridin-2-yl)-piperazine). As a reaction SMILES: [C:1]1([C:7]2[N:12]=[C:11]([N:13]3[CH2:18][CH2:17][N:16](C(OC(C)(C)C)=O)[CH2:15][CH2:14]3)[CH:10]=[CH:9][CH:8]=2)[CH:6]=[CH:5][CH:4]=[CH:3][CH:2]=1.FC(F)(F)C(O)=O>ClCCl>[C:1]1([C:7]2[N:12]=[C:11]([N:13]3[CH2:18][CH2:17][NH:16][CH2:15][CH2:14]3)[CH:10]=[CH:9][CH:8]=2)[CH:2]=[CH:3][CH:4]=[CH:5][CH:6]=1. Reported procedure: A solution of 0.7 g (2.06 mmol) of tert.butyl 4-(6-phenyl-pyridin-2-yl)-piperazine-1-carboxylate and 3 ml of trifluoroacetic acid in 30 ml of dichloromethane is stirred for three hours at ambient temperature. The solvent is then distilled off, the residue is combined with water and made basic with sodium hydroxide solution. It is then extracted with dichloromethane and the organic phase is separated off and dried over sodium sulphate.